This data is from the Open Reaction Database (ORD), a public repository of structured organic reaction records. The task is: describe an organic reaction: reactants, conditions, products, and yield Starting materials: O=Cc1ccc(Cl)cc1Cc1ccccc1, [H-], [Na+], C1CCOC1, CCC(C#N)(CC)O[PH](=O)[O-]. Yields the product N#CC=Cc1ccc(Cl)cc1Cc1ccccc1. Reaction SMILES: [CH2:14]([c:15]1[cH:16][cH:17][cH:18][cH:19][cH:20]1)[c:21]1[c:22]([CH:23]=[O:24])[cH:25][cH:26][c:27]([Cl:29])[cH:28]1.[H-:1].[Na+:2].[O:30]1[CH2:31][CH2:32][CH2:33][CH2:34]1.[PH:3](=[O:4])([O-:8])[O:9][C:5]([C:6]#[N:7])([CH2:10][CH3:11])[CH2:12][CH3:13]>>[CH:5]([C:6]#[N:7])=[CH:23][c:22]1[c:21]([CH2:14][c:15]2[cH:16][cH:17][cH:18][cH:19][cH:20]2)[cH:28][c:27]([Cl:29])[cH:26][cH:25]1.